This data is from the Open Reaction Database (ORD), a public repository of structured organic reaction records. The task is: describe an organic reaction: reactants, conditions, products, and yield Procedure details: To a 1000 ml four-necked flask equipped with a stirrer, a thermometer, and a condenser, 48.6 g (0.2 mol) of N-phenyl-2-(methylthio)benzamide obtained in Example 1, 300 g of toluene, and 200 g of a 10% by weight aqueous solution of potassium bicarbonate are placed. To the above mixture in the flask, 32.0 g (0.2 mol) of bromine is added dropwise while stirring at a temperature of from 10° to 15° C. to be allowed to react with each other for about 10 minutes. After completion of the reaction, the p... Reaction SMILES: [C:1]1([NH:7][C:8](=[O:17])[C:9]2[CH:14]=[CH:13][CH:12]=[CH:11][C:10]=2[S:15][CH3:16])[CH:6]=[CH:5][CH:4]=[CH:3][CH:2]=1.C(=O)(O)[O-:19].[K+].BrBr>C1(C)C=CC=CC=1>[C:1]1([NH:7][C:8](=[O:17])[C:9]2[CH:14]=[CH:13][CH:12]=[CH:11][C:10]=2[S:15]([CH3:16])=[O:19])[CH:6]=[CH:5][CH:4]=[CH:3][CH:2]=1 |f:1.2|. Run in C1(=CC=CC=C1)C (toluene). Product: C1(=CC=CC=C1)NC(C1=C(C=CC=C1)S(=O)C)=O (N-phenyl-2-(methylsulfinyl)benzamide). Reactants: C1(=CC=CC=C1)NC(C1=C(C=CC=C1)SC)=O (N-phenyl-2-(methylthio)benzamide), C([O-])(O)=O.[K+] (potassium bicarbonate), BrBr (bromine). Starting materials: ClC1=C(C=C(C(=O)OCC)C=C1)[N+](=O)[O-] (Ethyl 4-chloro-3-nitrobenzoate), CN1CC(CCC1)C=1C=C(N)C=CC1 (3-(1-methyl-3-piperidinyl)aniline), C([O-])([O-])=O.[K+].[K+] (potassium carbonate). Reaction conditions: temperature 70 celsius, time 8 hour. Product: CN1CC(CCC1)C=1C=C(C=CC1)NC1=C(C=C(C(=O)OCC)C=C1)[N+](=O)[O-] (ethyl 4-(3-(1-methylpiperidin-3-yl)phenylamino)-3-nitrobenzoate). The yield is 97.8%. As a reaction SMILES: Cl[C:2]1[CH:12]=[CH:11][C:5]([C:6]([O:8][CH2:9][CH3:10])=[O:7])=[CH:4][C:3]=1[N+:13]([O-:15])=[O:14].[CH3:16][N:17]1[CH2:22][CH2:21][CH2:20][CH:19]([C:23]2[CH:24]=[C:25]([CH:27]=[CH:28][CH:29]=2)[NH2:26])[CH2:18]1.C(=O)([O-])[O-].[K+].[K+]>>[CH3:16][N:17]1[CH2:22][CH2:21][CH2:20][CH:19]([C:23]2[CH:24]=[C:25]([NH:26][C:2]3[CH:12]=[CH:11][C:5]([C:6]([O:8][CH2:9][CH3:10])=[O:7])=[CH:4][C:3]=3[N+:13]([O-:15])=[O:14])[CH:27]=[CH:28][CH:29]=2)[CH2:18]1 |f:2.3.4|. Procedure details: A mixture of 1c (5.7 g, 25 mmol), 2j (3.8 g, 20 mmol) and potassium carbonate (3.45 g, 25 mmol) was heated to 70° C. under a stream of nitrogen. The resulting melt was stirred at 70° C. overnight. The reaction mixture was partitioned between water and ethyl acetate and the organic phase was extracted with diluted hydrochloric acid (4M). The aqueous phase was rendered alkaline by addition of aqueous sodium hydroxide (4M) and extracted with ethyl acetate. The organic phase was dried over sodium su... Reaction SMILES: [Br:1][c:2]1[cH:3][cH:4][c:5]([C:8]([CH3:9])([CH3:10])[CH3:11])[cH:6][cH:7]1.[CH2:12]1[CH2:13][NH:14][CH2:15][CH2:16][NH:17]1.[CH3:18][C:19]([CH3:20])([O-:21])[CH3:22].[CH3:24][c:25]1[cH:26][cH:27][cH:28][cH:29][cH:30]1.[Na+:23]>>[c:2]1([N:14]2[CH2:13][CH2:12][NH:17][CH2:16][CH2:15]2)[cH:3][cH:4][c:5]([C:8]([CH3:9])([CH3:10])[CH3:11])[cH:6][cH:7]1. The product is CC(C)(C)c1ccc(N2CCNCC2)cc1. The reactants are CC(C)(C)c1ccc(Br)cc1, C1CNCCN1, CC(C)(C)[O-], Cc1ccccc1, [Na+]. Starting materials: NC1=NC=C(C=C1)Br (2-amino-5-bromopyridine), BrCC(=O)C1=CC(=C(C=C1)C(F)(F)F)[N+](=O)[O-] (2-bromo-1-[3-nitro-4-(trifluoromethyl)phenyl]ethanone). The solvent is C(C)#N (acetonitrile). Conditions: temperature 100 celsius. Product: BrC=1C=CC=2N(C1)C=C(N2)C2=CC(=C(C=C2)C(F)(F)F)[N+](=O)[O-] (6-bromo-2-[3-nitro-4-(trifluoromethyl)phenyl]imidazo[1,2-a]pyridine). Isolated yield 106.7%. RXN SMILES: [NH2:1][C:2]1[CH:7]=[CH:6][C:5]([Br:8])=[CH:4][N:3]=1.Br[CH2:10][C:11]([C:13]1[CH:18]=[CH:17][C:16]([C:19]([F:22])([F:21])[F:20])=[C:15]([N+:23]([O-:25])=[O:24])[CH:14]=1)=O>C(#N)C>[Br:8][C:5]1[CH:6]=[CH:7][C:2]2[N:3]([CH:10]=[C:11]([C:13]3[CH:18]=[CH:17][C:16]([C:19]([F:22])([F:21])[F:20])=[C:15]([N+:23]([O-:25])=[O:24])[CH:14]=3)[N:1]=2)[CH:4]=1. Reported procedure: A stirred mixture of 2-amino-5-bromopyridine (0.259 g, 1.5 mmol) and 2-bromo-1-[3-nitro-4-(trifluoromethyl)phenyl]ethanone (0.468 g, 1.5 mmol) in acetonitrile (3 mL) is heated at 100° C. for 18 hr. The mixture is concentrated to give the title compound (618 mg), which is used without further purification. LCMS m/z=388.3 [M+H]+, tR=2.94 min. The reactants are BrC1=CC=CC2=C(N(N=C12)C)\C(=C\CC)\CCC (7-bromo-2-methyl-3-((E)-1-propyl-but-1-enyl)-2H-indazole), ClC1=C(C=CC(=C1)Cl)B(O)O (2,4-dichlorophenyl boronic acid), COCCOC (ethylene glycol dimethyl ether), C(=O)([O-])[O-].[Na+].[Na+] (Na2CO3). The reagents and catalysts are C=1C=CC(=CC1)[P](C=2C=CC=CC2)(C=3C=CC=CC3)[Pd]([P](C=4C=CC=CC4)(C=5C=CC=CC5)C=6C=CC=CC6)([P](C=7C=CC=CC7)(C=8C=CC=CC8)C=9C=CC=CC9)[P](C=1C=CC=CC1)(C=1C=CC=CC1)C=1C=CC=CC1 (tetrakis(triphenylphosphine)palladium(0)). Solvent: C(C)(=O)OCC (Ethyl acetate). Reaction conditions: temperature 85 celsius, time 8 hour. Product: EtOAc hexanes, ClC1=C(C=CC(=C1)Cl)C1=CC=CC2=C(N(N=C12)C)\C(=C\CC)\CCC (7-(2,4-dichloro-phenyl)-2-methyl-3-((E)-1-propyl-but-1-enyl)-2H-indazole). The yield is 87.8%. RXN SMILES: Br[C:2]1[C:10]2[C:6](=[C:7](/[C:12](/[CH2:16][CH2:17][CH3:18])=[CH:13]/[CH2:14][CH3:15])[N:8]([CH3:11])[N:9]=2)[CH:5]=[CH:4][CH:3]=1.[Cl:19][C:20]1[CH:25]=[C:24]([Cl:26])[CH:23]=[CH:22][C:21]=1B(O)O.COCCOC.C([O-])([O-])=O.[Na+].[Na+]>C1C=CC([P]([Pd]([P](C2C=CC=CC=2)(C2C=CC=CC=2)C2C=CC=CC=2)([P](C2C=CC=CC=2)(C2C=CC=CC=2)C2C=CC=CC=2)[P](C2C=CC=CC=2)(C2C=CC=CC=2)C2C=CC=CC=2)(C2C=CC=CC=2)C2C=CC=CC=2)=CC=1.C(OCC)(=O)C>[Cl:19][C:20]1[CH:25]=[C:24]([Cl:26])[CH:23]=[CH:22][C:21]=1[C:2]1[C:10]2[C:6](=[C:7](/[C:12](/[CH2:16][CH2:17][CH3:18])=[CH:13]/[CH2:14][CH3:15])[N:8]([CH3:11])[N:9]=2)[CH:5]=[CH:4][CH:3]=1 |f:3.4.5,^1:45,47,66,85|. Procedure details: A mixture of 7-bromo-2-methyl-3-((E)-1-propyl-but-1-enyl)-2H-indazole (1.47 g, 4.79 mmol), 2,4-dichlorophenyl boronic acid (1.32 g, 6.94 mmol), 18 mL of ethylene glycol dimethyl ether, tetrakis(triphenylphosphine)palladium(0) (0.166 g, 0.143 mmol), and 20 mL of a 2 M aqueous Na2CO3 solution was stirred at 85° C. overnight, then allowed to cool. Ethyl acetate (50 mL) was added, and the mixture was washed with two 40 mL portions of a saturated aqueous NaCl solution. The combined aqueous layers wer... Starting materials: C(C1=CC=CC=C1)OC1=C(C=C(C=C1)C(CNC(CCN1N=C(N=C1C)C1=CC=C(C=C1)OC)(C)C)O)CO (1-(4-benzyloxy-3-hydroxymethyl-phenyl)-2-{3-[3-(4-methoxy-phenyl)-5-methyl-[1,2,4]triazol-1-yl]-1,1-dimethyl-propylamino}-ethanol). The reagents and catalysts are [Pd] (palladium on charcoal). The solvent is CO (methanol). The product is OC(CNC(CCN1N=C(N=C1C)C1=CC=C(C=C1)OC)(C)C)C1=CC(=C(C=C1)O)CO (4-(1-hydroxy-2-{3-[3-(4-methoxy-phenyl)-5-methyl-[1,2,4]triazol-1-yl]-1,1-dimethyl-propylamino}-ethyl)-2-hydroxymethyl-phenol). As a reaction SMILES: C([O:8][C:9]1[CH:14]=[CH:13][C:12]([CH:15]([OH:37])[CH2:16][NH:17][C:18]([CH3:36])([CH3:35])[CH2:19][CH2:20][N:21]2[C:25]([CH3:26])=[N:24][C:23]([C:27]3[CH:32]=[CH:31][C:30]([O:33][CH3:34])=[CH:29][CH:28]=3)=[N:22]2)=[CH:11][C:10]=1[CH2:38][OH:39])C1C=CC=CC=1>CO.[Pd]>[OH:37][CH:15]([C:12]1[CH:13]=[CH:14][C:9]([OH:8])=[C:10]([CH2:38][OH:39])[CH:11]=1)[CH2:16][NH:17][C:18]([CH3:36])([CH3:35])[CH2:19][CH2:20][N:21]1[C:25]([CH3:26])=[N:24][C:23]([C:27]2[CH:28]=[CH:29][C:30]([O:33][CH3:34])=[CH:31][CH:32]=2)=[N:22]1. Procedure: 5 g of 1-(4-benzyloxy-3-hydroxymethyl-phenyl)-2-{3-[3-(4-methoxy-phenyl)-5-methyl-[1,2,4]triazol-1-yl]-1,1-dimethyl-propylamino}-ethanol dissolved in 100 mL methanol are hydrogenated under normal pressure with 1 g of palladium on charcoal (5%) as catalyst. Then the catalyst is separated off and the filtrate is evaporated down. The residue is dissolved in 15 mL acetonitrile, acidified with 0.5 mL glacial acetic acid and seeded. The solid precipitated is filtered off and washed with acetonitrile a...